This data is from the Open Reaction Database (ORD), a public repository of structured organic reaction records. The task is: describe an organic reaction: reactants, conditions, products, and yield Starting materials: CCc1nc(S(=O)(=O)Cl)nn1-c1ccccc1, CN(C)c1ccncc1, Nc1c(Cl)cccc1Cl, c1ccncc1. The product is CCc1nc(S(=O)(=O)Nc2c(Cl)cccc2Cl)nn1-c1ccccc1. As a reaction SMILES: [CH2:1]([CH3:2])[c:3]1[n:4][c:5]([S:14](=[O:15])(=[O:16])[Cl:17])[n:6][n:7]1-[c:8]1[cH:9][cH:10][cH:11][cH:12][cH:13]1.[CH3:27][N:28]([CH3:29])[c:30]1[cH:31][cH:32][n:33][cH:34][cH:35]1.[NH2:18][c:19]1[c:20]([Cl:21])[cH:22][cH:23][cH:24][c:25]1[Cl:26].[cH:36]1[cH:37][cH:38][n:39][cH:40][cH:41]1>>[CH2:1]([CH3:2])[c:3]1[n:4][c:5]([S:14](=[O:15])(=[O:16])[NH:18][c:19]2[c:20]([Cl:21])[cH:22][cH:23][cH:24][c:25]2[Cl:26])[n:6][n:7]1-[c:8]1[cH:9][cH:10][cH:11][cH:12][cH:13]1. Starting materials: C([O-])([O-])=O.[Na+].[Na+] (sodium carbonate), C(C)I (ethyl iodide), Cl.COC=1C=C(C=CC1)C=1CNCCC1 (3-(3-methoxyphenyl)-1,2,5,6-tetrahydropyridine hydrochloride), CN(C=O)C (dimethylformamide). Run in O (water). Conditions: time 16 hour. Yields the product COC=1C=C(C=CC1)C=1CN(CCC1)CC (3-(3-methoxyphenyl)-1-ethyl-1,2,5,6-tetrahydropyridine). As a reaction SMILES: C(=O)([O-])[O-].[Na+].[Na+].[CH2:7](I)[CH3:8].Cl.[CH3:11][O:12][C:13]1[CH:14]=[C:15]([C:19]2[CH2:20][NH:21][CH2:22][CH2:23][CH:24]=2)[CH:16]=[CH:17][CH:18]=1.CN(C)C=O>O>[CH3:11][O:12][C:13]1[CH:14]=[C:15]([C:19]2[CH2:20][N:21]([CH2:7][CH3:8])[CH2:22][CH2:23][CH:24]=2)[CH:16]=[CH:17][CH:18]=1 |f:0.1.2,4.5|. Procedure details: 9.8 g of sodium carbonate and 2.6 ml of ethyl iodide were added to a suspension of 7 g of 3-(3-methoxyphenyl)-1,2,5,6-tetrahydropyridine hydrochloride and 70 ml of dimethylformamide and the mixture was stirred for 16 hours and was diluted with water. The mixture was extracted with ethyl acetate and the organic extract was washed with water, dried and evaporated to dryness under reduced pressure. The residue was chromatographed over silica gel and was eluted with an 8-1-1 cyclohexane-chloroform-t... Reactants: O=C(O)n1cccc1B(O)O, O=C1Nc2ccc(Br)cc2C12CCCCC2, [K+], [K+], O=C([O-])[O-], O, c1ccc(P(c2ccccc2)(c2ccccc2)[Pd](P(c2ccccc2)(c2ccccc2)c2ccccc2)(P(c2ccccc2)(c2ccccc2)c2ccccc2)P(c2ccccc2)(c2ccccc2)c2ccccc2)cc1. Product: O=C(O)n1cccc1-c1ccc2c(c1)C1(CCCCC1)C(=O)N2. As a reaction SMILES: [B:17]([OH:18])([OH:19])[c:20]1[n:21]([C:25](=[O:26])[OH:27])[cH:22][cH:23][cH:24]1.[Br:1][c:2]1[cH:3][c:4]2[c:5]([cH:6][cH:7]1)[NH:8][C:9](=[O:16])[C:10]21[CH2:11][CH2:12][CH2:13][CH2:14][CH2:15]1.[K+:28].[K+:29].[O-:30][C:31]([O-:32])=[O:33].[OH2:34].[cH:35]1[cH:36][cH:37][c:38]([P:39]([Pd:40]([P:41]([c:42]2[cH:43][cH:44][cH:45][cH:46][cH:47]2)([c:48]2[cH:49][cH:50][cH:51][cH:52][cH:53]2)[c:54]2[cH:55][cH:56][cH:57][cH:58][cH:59]2)([P:60]([c:61]2[cH:62][cH:63][cH:64][cH:65][cH:66]2)([c:67]2[cH:68][cH:69][cH:70][cH:71][cH:72]2)[c:73]2[cH:74][cH:75][cH:76][cH:77][cH:78]2)[P:79]([c:80]2[cH:81][cH:82][cH:83][cH:84][cH:85]2)([c:86]2[cH:87][cH:88][cH:89][cH:90][cH:91]2)[c:92]2[cH:93][cH:94][cH:95][cH:96][cH:97]2)([c:98]2[cH:99][cH:100][cH:101][cH:102][cH:103]2)[c:104]2[cH:105][cH:106][cH:107][cH:108][cH:109]2)[cH:110][cH:111]1>>[c:2]1(-[c:20]2[n:21]([C:25](=[O:26])[OH:27])[cH:22][cH:23][cH:24]2)[cH:3][c:4]2[c:5]([cH:6][cH:7]1)[NH:8][C:9](=[O:16])[C:10]21[CH2:11][CH2:12][CH2:13][CH2:14][CH2:15]1.